Dataset: the Open Reaction Database (ORD), a public repository of structured organic reaction records. Task: describe an organic reaction: reactants, conditions, products, and yield Starting materials: heptaacetate, OC=1C=C(C=CC(=O)Cl)C=CC1O (3,4-dihydroxycinnamic acid chloride), [C@H]1([C@H](O)[C@@H](O)[C@H](O)[C@H](O1)CO)O[C@H]1[C@@H]([C@H]([C@@H](O[C@@H]1CO)N=[N+]=[N-])O)O (4-O-α-D-glucopyranosyl-β-D-glucopyranosylazide). Run in CN(C=O)C (dimethylformamide), N1=CC=CC=C1 (pyridine). Run at time 1.5 hour. The product is [C@H]1([C@H](O)[C@@H](O)[C@H](O)[C@H](O1)CO)O[C@H]1[C@@H]([C@H]([C@@H](O[C@@H]1CO)NC(C=CC1=CC(=C(C=C1)O)O)=O)O)O (N-(4-O-α-D-glucopyranosyl-β-D-glucopyranosyl)-3,4-dihydroxycinnamamide), nonaacetate. As a reaction SMILES: [OH:1][C:2]1[CH:3]=[C:4]([CH:10]=[CH:11][C:12]=1[OH:13])[CH:5]=[CH:6][C:7](Cl)=[O:8].[C@H:14]1([O:25][C@@H:26]2[C@@H:31]([CH2:32][OH:33])[O:30][C@@H:29]([N:34]=[N+]=[N-])[C@H:28]([OH:37])[C@H:27]2[OH:38])[O:22][C@H:21]([CH2:23][OH:24])[C@@H:19]([OH:20])[C@H:17]([OH:18])[C@H:15]1[OH:16]>CN(C)C=O.N1C=CC=CC=1>[C@H:14]1([O:25][C@@H:26]2[C@@H:31]([CH2:32][OH:33])[O:30][C@@H:29]([NH:34][C:7](=[O:8])[CH:6]=[CH:5][C:4]3[CH:10]=[CH:11][C:12]([OH:13])=[C:2]([OH:1])[CH:3]=3)[C@H:28]([OH:37])[C@H:27]2[OH:38])[O:22][C@H:21]([CH2:23][OH:24])[C@@H:19]([OH:20])[C@H:17]([OH:18])[C@H:15]1[OH:16]. Reported procedure: A method for producing compounds of the formula: ##STR8## wherein A is selected from the group consisting of alkali metal cations and alkaline earth metal cations which comprises reacting 3,4-dihydroxycinnamic acid with acetic anhydride in pyridine for 18-30 hours, in organic solvents, giving 3,4-dihydroxycinnamic acid, diacetate, then converting to 3,4-dihydroxycinnamic acid chloride by treating with thionyl chloride in dimethylformamide at -20° to -18° C. for 30-90 minutes; reacting 4-O-α-D-gl... The reactants are [BH4-], CCOC(=O)Cc1cccc(Oc2ccc(Br)cc2C=O)c1, CO, [Na+]. The product is CCOC(=O)Cc1cccc(Oc2ccc(Br)cc2CO)c1. As a reaction SMILES: [BH4-:23].[CH2:1]([CH3:2])[O:3][C:4]([CH2:5][c:6]1[cH:7][c:8]([O:12][c:13]2[c:14]([CH:20]=[O:21])[cH:15][c:16]([Br:19])[cH:17][cH:18]2)[cH:9][cH:10][cH:11]1)=[O:22].[CH3:25][OH:26].[Na+:24]>>[CH2:1]([CH3:2])[O:3][C:4]([CH2:5][c:6]1[cH:7][c:8]([O:12][c:13]2[c:14]([CH2:20][OH:21])[cH:15][c:16]([Br:19])[cH:17][cH:18]2)[cH:9][cH:10][cH:11]1)=[O:22]. The reactants are C(=O)O (formic acid), C(C)(=O)OC(C)=O (acetic anhydride), NC1=C(C=C(C=C1)C1=NOC2=C1CCCC2=O)OC (3-(4-amino-3-methoxyphenyl)-5,6-dihydrobenzo[d]isoxazol-7(4H)-one). The solvent is C1CCOC1 (THF). Conditions: time 1 hour. The product is COC1=C(C=CC(=C1)C1=NOC2=C1CCCC2=O)NC=O (N-(2-Methoxy-4-(7-oxo-4,5,6,7-tetrahydrobenzo[d]isoxazol-3-yl)phenyl)formamide). As a reaction SMILES: [CH:1]([OH:3])=O.C(OC(=O)C)(=O)C.[NH2:11][C:12]1[CH:17]=[CH:16][C:15]([C:18]2[C:22]3[CH2:23][CH2:24][CH2:25][C:26](=[O:27])[C:21]=3[O:20][N:19]=2)=[CH:14][C:13]=1[O:28][CH3:29]>C1COCC1>[CH3:29][O:28][C:13]1[CH:14]=[C:15]([C:18]2[C:22]3[CH2:23][CH2:24][CH2:25][C:26](=[O:27])[C:21]=3[O:20][N:19]=2)[CH:16]=[CH:17][C:12]=1[NH:11][CH:1]=[O:3]. Procedure details: To formic acid (6.24 g, 135.6 mmol) was added dropwise 3.96 g (38.8 mmol) of acetic anhydride (exothermic, cooling with tap water was used). The reaction mixture was stirred for 1 hr. The resulting mixture was transferred via cannula into another reaction flask containing a solution of 3-(4-amino-3-methoxyphenyl)-5,6-dihydrobenzo[d]isoxazol-7(4H)-one in 50 ml of THF (Cooling with tap water was used). The mixture was stirred for 2 hr, extracted with DCM, washed with water and brine, dried over so... Starting materials: O[Li].O (LiOH H2O), C12N([C@H](CCC2C1)C(=O)OCC)C(=O)OC(C)(C)C ((3R)-2-tert-butyl 3-ethyl 2-azabicyclo[4.1.0]heptane-2,3-dicarboxylate), O1CCOCC1 (dioxane), O[Li].O (LiOH H2O). Solvent: O (Water), O (water). Run at time 18 hour. Product: C(C)(C)(C)OC(=O)N1C2CC2CCC1C(=O)O (2-(tert-butoxycarbonyl)-2-azabicyclo[4.1.0]heptane-3-carboxylic acid). The yield is 39.2%. RXN SMILES: [CH:1]12[CH2:7][CH:6]1[CH2:5][CH2:4][C@H:3]([C:8]([O:10]CC)=[O:9])[N:2]2[C:13]([O:15][C:16]([CH3:19])([CH3:18])[CH3:17])=[O:14].O1CCOCC1.O[Li].O>O>[C:16]([O:15][C:13]([N:2]1[CH:3]([C:8]([OH:10])=[O:9])[CH2:4][CH2:5][CH:6]2[CH:1]1[CH2:7]2)=[O:14])([CH3:19])([CH3:17])[CH3:18] |f:2.3|. Reported procedure: (3R)-2-tert-butyl 3-ethyl 2-azabicyclo[4.1.0]heptane-2,3-dicarboxylate (D21) (600 mg, 2.22 mmol) was partitioned between dioxane (10 ml) and water (5 ml) prior addition of LiOH H2O (370 mg, 8.9 mmol). The mixture was stirred at RT for 18 hrs. Water (10 ml) and LiOH H2O (740 mg, 18 mmol) were added and the mixture left at RT for 66 h. Dioxane was evaporated off and remaining aqueous was washed with Et2O (3×20 ml). Aqueous solution was acidified with acetic acid up to pH 4 and extracted with EtOAc... Starting materials: O=C([O-])[O-], CN(C)C=O, Cc1oc(-c2ccccc2)nc1COc1ccc(CCl)cc1, [K+], [K+], O, CCOC(=O)CCc1cc(O)nn1-c1ccccc1. Yields the product CCOC(=O)CCc1cc(OCc2ccc(OCc3nc(-c4ccccc4)oc3C)cc2)nn1-c1ccccc1. As a reaction SMILES: [C:42](=[O:43])([O-:44])[O-:45].[CH3:48][N:49]([CH3:50])[CH:51]=[O:52].[Cl:20][CH2:21][c:22]1[cH:23][cH:24][c:25]([O:26][CH2:27][c:28]2[n:29][c:30](-[c:34]3[cH:35][cH:36][cH:37][cH:38][cH:39]3)[o:31][c:32]2[CH3:33])[cH:40][cH:41]1.[K+:46].[K+:47].[OH2:53].[OH:1][c:2]1[n:3][n:4](-[c:14]2[cH:15][cH:16][cH:17][cH:18][cH:19]2)[c:5]([CH2:7][CH2:8][C:9](=[O:10])[O:11][CH2:12][CH3:13])[cH:6]1>>[O:1]([c:2]1[n:3][n:4](-[c:14]2[cH:15][cH:16][cH:17][cH:18][cH:19]2)[c:5]([CH2:7][CH2:8][C:9](=[O:10])[O:11][CH2:12][CH3:13])[cH:6]1)[CH2:21][c:22]1[cH:23][cH:24][c:25]([O:26][CH2:27][c:28]2[n:29][c:30](-[c:34]3[cH:35][cH:36][cH:37][cH:38][cH:39]3)[o:31][c:32]2[CH3:33])[cH:40][cH:41]1. Procedure: The title compound is synthesized by coupling of 2-Piperidin-4-ylmethyl-pyridine (commercially available from Array Biopharma) and bromoacetonitrile analogously to the preparation of Intermediate 149.2 as a colorless oil; ES-MS: M+=216.2. The product is N1=C(C=CC=C1)CC1CCN(CC1)CC#N ((4-Pyridin-2-ylmethyl-piperidin-1-yl)-acetonitrile). RXN SMILES: [NH:1]1[CH2:6][CH2:5][CH:4]([CH2:7][C:8]2[CH:13]=[CH:12][CH:11]=[CH:10][N:9]=2)[CH2:3][CH2:2]1.Br[CH2:15][C:16]#[N:17]>>[N:9]1[CH:10]=[CH:11][CH:12]=[CH:13][C:8]=1[CH2:7][CH:4]1[CH2:5][CH2:6][N:1]([CH2:15][C:16]#[N:17])[CH2:2][CH2:3]1. The reactants are N1CCC(CC1)CC1=NC=CC=C1 (2-Piperidin-4-ylmethyl-pyridine), BrCC#N (bromoacetonitrile). The reactants are N(=[N+]=[N-])CCCOC=1C=C2C=CC(NC2=CC1)=O (6-(3-azidopropoxy)carbostyril), [OH-].[Na+] (sodium hydroxide), [H-].[Al+3].[Li+].[H-].[H-].[H-] (lithium aluminum hydride), O (water), O (water). The solvent is O1CCCC1 (tetrahydrofuran), O1CCCC1 (tetrahydrofuran). Conditions: time 1 hour. Yields the product NCCCOC=1C=C2C=CC(NC2=CC1)=O (6-(3-aminopropoxy)carbostyril). The yield is 69.4%. Reaction SMILES: [H-].[Al+3].[Li+].[H-].[H-].[H-].[N:7]([CH2:10][CH2:11][CH2:12][O:13][C:14]1[CH:15]=[C:16]2[C:21](=[CH:22][CH:23]=1)[NH:20][C:19](=[O:24])[CH:18]=[CH:17]2)=[N+]=[N-].O.[OH-].[Na+]>O1CCCC1>[NH2:7][CH2:10][CH2:11][CH2:12][O:13][C:14]1[CH:15]=[C:16]2[C:21](=[CH:22][CH:23]=1)[NH:20][C:19](=[O:24])[CH:18]=[CH:17]2 |f:0.1.2.3.4.5,8.9|. Procedure details: To a suspension of lithium aluminum hydride (1.9 g) in anhydrous tetrahydrofuran (50 ml) is added dropwise with stirring a solution of 6-(3-azidopropoxy)carbostyril (10 g) in anhydrous tetrahydrofuran (200 ml) under ice-cooling. The mixture is stirred at room temperature for one hour, and thereto are added dropwise water (2 ml), a 15% aqueous sodium hydroxide solution (2 ml) and water (6 ml). The insoluble materials are collected by filtration, and added to a mixture of chloroform-methanol (8: 1... The reactants are [H-].[Na+] (Sodium hydride), C(C)(=O)OCC (Ethyl acetate), C(C1=CC=CC=C1)OC(=O)N1[C@H](C(NCC1C)=O)C ((2S,6RS)-2,6-Dimethyl-3-oxo-piperazine-1-carboxylic acid benzyl ester), BrCC1=CC=C2C(=CC=NC2=C1)Cl (7-bromomethyl-4-chloro-quinoline). Solvent: C1CCOC1 (THF), CN(C)C=O (DMF). Conditions: time 4 hour. The product is C(C1=CC=CC=C1)OC(=O)N1[C@H](C(N(CC1C)CC1=CC=C2C(=CC=NC2=C1)Cl)=O)C ((2S, 6RS)-4-(4-chloro-quinolin-7-ylmethyl)-2,6-dimethyl-3-oxo-piperazine-1-carboxylic acid benzyl ester). Isolated yield 95.2%. Reaction SMILES: [CH2:1]([O:8][C:9]([N:11]1[CH:16]([CH3:17])[CH2:15][NH:14][C:13](=[O:18])[C@@H:12]1[CH3:19])=[O:10])[C:2]1[CH:7]=[CH:6][CH:5]=[CH:4][CH:3]=1.[H-].[Na+].Br[CH2:23][C:24]1[CH:33]=[C:32]2[C:27]([C:28]([Cl:34])=[CH:29][CH:30]=[N:31]2)=[CH:26][CH:25]=1.C(OCC)(=O)C>C1COCC1.CN(C=O)C>[CH2:1]([O:8][C:9]([N:11]1[CH:16]([CH3:17])[CH2:15][N:14]([CH2:23][C:24]2[CH:33]=[C:32]3[C:27]([C:28]([Cl:34])=[CH:29][CH:30]=[N:31]3)=[CH:26][CH:25]=2)[C:13](=[O:18])[C@@H:12]1[CH3:19])=[O:10])[C:2]1[CH:3]=[CH:4][CH:5]=[CH:6][CH:7]=1 |f:1.2|. Procedure: (2S,6RS)-2,6-Dimethyl-3-oxo-piperazine-1-carboxylic acid benzyl ester (380 mg, 1.45 mmol) is dissolved in 10 mL of THF and 1 mL of DMF. Sodium hydride (60%, 72 mg, 3.14 mmol) is added at 0° C. and left to stir at room temperature for thirty minutes before 7-bromomethyl-4-chloro-quinoline (257 mg, 1.0 mmol) is added. The reaction is stirred for four hours. Ethyl acetate is added to the mixture, and the reaction is quenched with 3 mL of H2O. The two layers are separated and ethyl acetate (2×30 ml)...